This data is from the Open Reaction Database (ORD), a public repository of structured organic reaction records. The task is: describe an organic reaction: reactants, conditions, products, and yield Starting materials: [Al+3], ClCCl, CCOC(=O)C1CC1C(=O)O, [Cl-], [Cl-], [Cl-], [Cl-], Cl, O, CCCCCCCCc1ccccc1. Product: CCCCCCCCc1ccc(C(=O)C2CC2C(=O)OCC)cc1. Reaction SMILES: [Al+3:2].[CH2:32]([Cl:33])[Cl:34].[CH2:6]([CH3:7])[O:8][C:9](=[O:10])[CH:11]1[CH:12]([C:14](=[O:15])[OH:16])[CH2:13]1.[Cl-:1].[Cl-:3].[Cl-:4].[Cl-:5].[ClH:31].[OH2:35].[c:17]1([CH2:23][CH2:24][CH2:25][CH2:26][CH2:27][CH2:28][CH2:29][CH3:30])[cH:18][cH:19][cH:20][cH:21][cH:22]1>>[CH2:6]([CH3:7])[O:8][C:9](=[O:10])[CH:11]1[CH:12]([C:14](=[O:16])[c:20]2[cH:19][cH:18][c:17]([CH2:23][CH2:24][CH2:25][CH2:26][CH2:27][CH2:28][CH2:29][CH3:30])[cH:22][cH:21]2)[CH2:13]1. Starting materials: ClCOCCOCc1ccccc1, CC#N, Clc1nc2c(Cl)c(Cl)c(Cl)c(Cl)c2[nH]1, [H-], [Na+]. Product: Clc1c(Cl)c(Cl)c2c(nc(Cl)n2COCCOCc2ccccc2)c1Cl. RXN SMILES: [CH2:17]([c:18]1[cH:19][cH:20][cH:21][cH:22][cH:23]1)[O:24][CH2:25][CH2:26][O:27][CH2:28][Cl:29].[CH3:30][C:31]#[N:32].[Cl:3][c:4]1[nH:5][c:6]2[c:7]([n:8]1)[c:9]([Cl:16])[c:10]([Cl:15])[c:11]([Cl:14])[c:12]2[Cl:13].[H-:2].[Na+:1]>>[Cl:3][c:4]1[n:5]([CH2:28][O:27][CH2:26][CH2:25][O:24][CH2:17][c:18]2[cH:19][cH:20][cH:21][cH:22][cH:23]2)[c:6]2[c:7]([n:8]1)[c:9]([Cl:16])[c:10]([Cl:15])[c:11]([Cl:14])[c:12]2[Cl:13]. Reactants: C1(=CC=CC2=CC=CC=C12)OCCCCCCCCN(C#N)C1=CC=CC=C1 (1-(1-naphthyloxy)-8-(phenylcyanoamino)octane), NC1=CC=CC=C1 (aniline). Product: [OH-].[NH4+] (ammonium hydroxide), C1(=CC=CC=C1)N(C(=N)NC1=CC=CC=C1)CCCCCCCCOC1=CC=CC2=CC=CC=C12 (1,3-diphenyl-1-[8-(1-naphthyloxy)octyl]guanidine). As a reaction SMILES: [C:1]1([O:11][CH2:12][CH2:13][CH2:14][CH2:15][CH2:16][CH2:17][CH2:18][CH2:19][N:20]([C:23]2[CH:28]=[CH:27][CH:26]=[CH:25][CH:24]=2)[C:21]#[N:22])[C:10]2[C:5](=[CH:6][CH:7]=[CH:8][CH:9]=2)[CH:4]=[CH:3][CH:2]=1.[NH2:29][C:30]1[CH:35]=[CH:34][CH:33]=[CH:32][CH:31]=1>>[OH-:11].[NH4+:20].[C:23]1([N:20]([CH2:19][CH2:18][CH2:17][CH2:16][CH2:15][CH2:14][CH2:13][CH2:12][O:11][C:1]2[C:10]3[C:5](=[CH:6][CH:7]=[CH:8][CH:9]=3)[CH:4]=[CH:3][CH:2]=2)[C:21]([NH:29][C:30]2[CH:35]=[CH:34][CH:33]=[CH:32][CH:31]=2)=[NH:22])[CH:28]=[CH:27][CH:26]=[CH:25][CH:24]=1 |f:2.3|. Procedure details: 5.25 Grams of 1-(1-naphthyloxy)-8-(phenylcyanoamino)octane and 15 ml of aniline were heated at 170° for 45 min. The excess aniline was removed under vacuum and the residue was chromatographed on a silica gel column eluting with a mobile phase of methylene chloride: methanol:ammonium hydroxide, 50:30:0.3, affording the title compound, (mp 132°-134° as the paratoluene sulphonate). The reactants are BrCCOCc1ccccc1, CN(C)C=O, [Cl-], [H-], [NH4+], [Na+], O, COC(=O)c1cccc2[nH]ccc12. The product is COC(=O)c1cccc2c1ccn2CCOCc1ccccc1. As a reaction SMILES: [Br:16][CH2:17][CH2:18][O:19][CH2:20][c:21]1[cH:22][cH:23][cH:24][cH:25][cH:26]1.[CH3:29][N:30]([CH3:31])[CH:32]=[O:33].[Cl-:27].[H-:14].[NH4+:28].[Na+:15].[OH2:34].[nH:1]1[cH:2][cH:3][c:4]2[c:5]([C:10](=[O:11])[O:12][CH3:13])[cH:6][cH:7][cH:8][c:9]12>>[n:1]1([CH2:17][CH2:18][O:19][CH2:20][c:21]2[cH:22][cH:23][cH:24][cH:25][cH:26]2)[cH:2][cH:3][c:4]2[c:5]([C:10](=[O:11])[O:12][CH3:13])[cH:6][cH:7][cH:8][c:9]12. The solvent is CN(C)C=O (DMF). Yields the product ClC1=CC(=NC=N1)OC=1C=C(C2=C(OCC(N2)=O)C1)C (7-(6-chloropyrimidin-4-yloxy)-5-methyl-2H-benzo[b][1.4]oxazin-3(4H)-one). Reported procedure: 0.10 g (0.56 mmol) 7-hydroxy-5-methyl-2H-benzo[b][1.4]oxazin-3(4H)-one and 0.10 g (0.73 mmol) potassium carbonate were placed in 2.0 mL DMF. After 15 min 86 mg (0.56 mmol) 4,6-dichloropyrimidine were added andtmw stirred at RT over the weekend. The reaction mixture was mixed with water, the substance was extracted with ethyl acetate and evaporated down i.vac. As a reaction SMILES: [OH:1][C:2]1[CH:3]=[C:4]([CH3:13])[C:5]2[NH:10][C:9](=[O:11])[CH2:8][O:7][C:6]=2[CH:12]=1.C(=O)([O-])[O-].[K+].[K+].[Cl:20][C:21]1[CH:26]=[C:25](Cl)[N:24]=[CH:23][N:22]=1.O>CN(C=O)C>[Cl:20][C:21]1[N:22]=[CH:23][N:24]=[C:25]([O:1][C:2]2[CH:3]=[C:4]([CH3:13])[C:5]3[NH:10][C:9](=[O:11])[CH2:8][O:7][C:6]=3[CH:12]=2)[CH:26]=1 |f:1.2.3|. The reactants are OC=1C=C(C2=C(OCC(N2)=O)C1)C (7-hydroxy-5-methyl-2H-benzo[b][1.4]oxazin-3(4H)-one), O (water), C([O-])([O-])=O.[K+].[K+] (potassium carbonate), ClC1=NC=NC(=C1)Cl (4,6-dichloropyrimidine). Starting materials: O=C(Br)c1ccccc1, O=C(c1ccccc1)n1c(=O)[nH]cc(F)c1=O, O=c1[nH]cc(F)c(=O)[nH]1, c1ccncc1. Product: O=C(c1ccccc1)n1cc(F)c(=O)n(C(=O)c2ccccc2)c1=O. As a reaction SMILES: [C:10]([c:11]1[cH:12][cH:13][cH:14][cH:15][cH:16]1)(=[O:17])[Br:18].[C:19]([c:20]1[cH:21][cH:22][cH:23][cH:24][cH:25]1)(=[O:26])[n:27]1[c:28](=[O:35])[nH:29][cH:30][c:31]([F:34])[c:32]1=[O:33].[F:1][c:2]1[c:3](=[O:4])[nH:5][c:6](=[O:7])[nH:8][cH:9]1.[cH:36]1[cH:37][cH:38][n:39][cH:40][cH:41]1>>[C:10]([c:11]1[cH:12][cH:13][cH:14][cH:15][cH:16]1)(=[O:17])[n:29]1[c:28](=[O:35])[n:27]([C:19]([c:20]2[cH:21][cH:22][cH:23][cH:24][cH:25]2)=[O:26])[c:32](=[O:33])[c:31]([F:34])[cH:30]1. Reactants: C(C1=CC=CC=C1)N1CC2=C(CC1)N(C(=C2)C2=CC=C(C=C2)OC)C2=C(C=CC=C2)C (5-Benzyl-2-(4-methoxyphenyl)-1-(2-methylphenyl)4,5,6,7-tetrahydro-1H-pyrrolo[3,2-c]pyridine). The reagents and catalysts are [OH-].[OH-].[Pd+2] (palladium hydroxide on carbon). The solvent is CO (methanol), O1CCCC1 (tetrahydrofuran). Reaction conditions: time 8 hour. The product is COC1=CC=C(C=C1)C1=CC=2CNCCC2N1C1=C(C=CC=C1)C (2-(4-methoxyphenyl)-1-(2-methylphenyl)-4,5,6,7-tetrahydro-1H-pyrrolo [3,2-c]pyridine). Isolated yield 96.5%. Reaction SMILES: C([N:8]1[CH2:13][CH2:12][C:11]2[N:14]([C:25]3[CH:30]=[CH:29][CH:28]=[CH:27][C:26]=3[CH3:31])[C:15]([C:17]3[CH:22]=[CH:21][C:20]([O:23][CH3:24])=[CH:19][CH:18]=3)=[CH:16][C:10]=2[CH2:9]1)C1C=CC=CC=1>CO.O1CCCC1.[OH-].[OH-].[Pd+2]>[CH3:24][O:23][C:20]1[CH:19]=[CH:18][C:17]([C:15]2[N:14]([C:25]3[CH:30]=[CH:29][CH:28]=[CH:27][C:26]=3[CH3:31])[C:11]3[CH2:12][CH2:13][NH:8][CH2:9][C:10]=3[CH:16]=2)=[CH:22][CH:21]=1 |f:3.4.5|. Procedure: 5-Benzyl-2-(4-methoxyphenyl)-1-(2-methylphenyl)4,5,6,7-tetrahydro-1H-pyrrolo[3,2-c]pyridine (5.6 g, 14 mmol; prepared by methods as described in Example 1) was added to a suspension of palladium hydroxide on carbon (20%, 1.52 g, 2 mmol) in dry methanol (130 mL) and tetrahydrofuran (100 mL) under argon. The mixture was degassed by vacuum, and purged by argon several times. Then, the flask was fitted with a balloon containing hydrogen gas, and the mixture was stirred under H2 at rt overnight. The ... The solvent is CC(=O)C (acetone). The product is CC1(OCC(O1)CO)C (2,2-dimethyl-1,3-dioxolane-4-methanol). Starting materials: crude product, CO (methanol), C(C)O (ethanol), OCC(O)CO (glycerol), O (water). RXN SMILES: [OH:1][CH2:2][CH:3]([CH2:5][OH:6])[OH:4].O.[CH3:8]O.[CH2:10](O)[CH3:11]>CC(C)=O>[CH3:8][C:10]1([CH3:11])[O:4][CH:3]([CH2:5][OH:6])[CH2:2][O:1]1. Procedure details: A similar experiment to that of example 1 is carried out using this time 2 kg of crude product comprising 42% by weight of glycerol, 14% by weight of water and a large amount of volatile products (methanol, ethanol). The acetone is used in the same molar ratio as is for example 1 and the 2,2-dimethyl-1,3-dioxolane-4-methanol obtained has a purity of 98%. Reactants: Cn1ccc2c1C(=O)CN(CCCBr)S2(=O)=O, Fc1ccc(N2CCNCC2)cc1, [Na+], C1COCCO1, O=C([O-])O. The product is Cn1ccc2c1C(=O)CN(CCCN1CCN(c3ccc(F)cc3)CC1)S2(=O)=O. RXN SMILES: [Br:1][CH2:2][CH2:3][CH2:4][N:5]1[S:6](=[O:16])(=[O:17])[c:7]2[c:8]([n:12]([CH3:15])[cH:13][cH:14]2)[C:9](=[O:11])[CH2:10]1.[F:18][c:19]1[cH:20][cH:21][c:22]([N:25]2[CH2:26][CH2:27][NH:28][CH2:29][CH2:30]2)[cH:23][cH:24]1.[Na+:31].[O:36]1[CH2:37][CH2:38][O:39][CH2:40][CH2:41]1.[OH:32][C:33](=[O:34])[O-:35]>>[CH2:2]([CH2:3][CH2:4][N:5]1[S:6](=[O:16])(=[O:17])[c:7]2[c:8]([n:12]([CH3:15])[cH:13][cH:14]2)[C:9](=[O:11])[CH2:10]1)[N:28]1[CH2:27][CH2:26][N:25]([c:22]2[cH:21][cH:20][c:19]([F:18])[cH:24][cH:23]2)[CH2:30][CH2:29]1. The reactants are NC=1C=C2C(=NC=NC2=CC1)NC1=CC(=CC=C1)Br (6-amino 4-(3-bromoanilino)quinazoline), C(C(C)C)SSCC(=O)O (iso-Butyldisulfanyl-acetic acid), CN1CCOCC1 (N-methyl morpholine), ClC(=O)OCC(C)C (isobutyl chloroformate). Run in C(Cl)Cl (methylene chloride), CO (methanol), O1CCCC1 (tetrahydrofuran). Reaction conditions: temperature 0 celsius, time 5 minute. Product: BrC=1C=C(C=CC1)NC1=NC=NC2=CC=C(C=C12)NC(CSSCC(C)C)=O (N-[4-(3-Bromo-phenylamino)-quinazolin-6-yl]-2-isobutyldisulfanyl-acetamide). Isolated yield 11.6%. RXN SMILES: [CH2:1]([S:5][S:6][CH2:7][C:8]([OH:10])=O)[CH:2]([CH3:4])[CH3:3].ClC(OCC(C)C)=O.CN1CCOCC1.[NH2:26][C:27]1[CH:28]=[C:29]2[C:34](=[CH:35][CH:36]=1)[N:33]=[CH:32][N:31]=[C:30]2[NH:37][C:38]1[CH:43]=[CH:42][CH:41]=[C:40]([Br:44])[CH:39]=1>O1CCCC1.C(Cl)Cl.CO>[Br:44][C:40]1[CH:39]=[C:38]([NH:37][C:30]2[C:29]3[C:34](=[CH:35][CH:36]=[C:27]([NH:26][C:8](=[O:10])[CH2:7][S:6][S:5][CH2:1][CH:2]([CH3:3])[CH3:4])[CH:28]=3)[N:33]=[CH:32][N:31]=2)[CH:43]=[CH:42][CH:41]=1. Procedure details: A solution of 3.0 grams of disulfide acid from Example 76 in 50 mL of tetrahydrofuran was cooled in an ice bath. A 2.1 mL portion of isobutyl chloroformate followed by a 1.8 mL portion of N-methyl morpholine were added. After stirring for 5 minutes at 0° C., 0.85 grams of 6-amino 4-(3-bromoanilino)quinazoline was added. The mixture was stirred for 3 hours at 0° C. and then allowed to warm to room temperature. The reaction was quenched with water and the tetrahydrofuran was evaporated under vacuu...